The task is: describe an organic reaction: reactants, conditions, products, and yield. This data is from the Open Reaction Database (ORD), a public repository of structured organic reaction records. The reactants are C(C)(=O)C1=NC(=CC=C1)C(C)=O (2,6-Diacetylpyridine), NN1C=CC=C1 (1-aminopyrrole). The solvent is C1(=CC=CC=C1)C (toluene). Conditions: time 2 day. Yields the product N1(C=CC=C1)N=C(C)C1=NC(=CC=C1)C(C)=NN1C=CC=C1 (2,6-bis[1-(1-pyrrolylimino)ethyl]pyridine). RXN SMILES: [C:1]([C:4]1[CH:9]=[CH:8][CH:7]=[C:6]([C:10](=O)[CH3:11])[N:5]=1)(=O)[CH3:2].[NH2:13][N:14]1[CH:18]=[CH:17][CH:16]=[CH:15]1>C1(C)C=CC=CC=1>[N:14]1([N:13]=[C:1]([C:4]2[CH:9]=[CH:8][CH:7]=[C:6]([C:10](=[N:13][N:14]3[CH:18]=[CH:17][CH:16]=[CH:15]3)[CH3:11])[N:5]=2)[CH3:2])[CH:18]=[CH:17][CH:16]=[CH:15]1. Procedure details: 2,6-Diacetylpyridine (345 mg, 2.11 mmol) and 1-aminopyrrole (400 mg, 4.87 mmol) were dissolved in 50 ml of toluene. To this solution, molecular sieves (4 Å) were added. After standing for 2 days at room temperature, the mixture was filtered. The solvent was removed in vacuo. The residue was crystallised from ethanol. Yield 350 mg (57%) of diimine 11. Starting materials: CC(C)(C)c1cc(Br)cc2c1OCC2(C)C, CCCC[Sn](CCCC)(CCCC)c1cccs1, Cc1ccccc1, c1ccc(P(c2ccccc2)(c2ccccc2)[Pd](P(c2ccccc2)(c2ccccc2)c2ccccc2)(P(c2ccccc2)(c2ccccc2)c2ccccc2)P(c2ccccc2)(c2ccccc2)c2ccccc2)cc1. Product: CC(C)(C)c1cc(-c2cccs2)cc2c1OCC2(C)C. Reaction SMILES: [Br:1][c:2]1[cH:3][c:4]2[c:5]([c:11]([C:13]([CH3:14])([CH3:15])[CH3:16])[cH:12]1)[O:6][CH2:7][C:8]2([CH3:9])[CH3:10].[CH2:17]([Sn:18]([CH2:19][CH2:20][CH2:21][CH3:27])([c:22]1[s:23][cH:24][cH:25][cH:26]1)[CH2:28][CH2:29][CH2:30][CH3:31])[CH2:32][CH2:33][CH3:34].[CH3:112][c:113]1[cH:114][cH:115][cH:116][cH:117][cH:118]1.[cH:35]1[cH:36][cH:37][c:38]([P:39]([Pd:40]([P:41]([c:42]2[cH:43][cH:44][cH:45][cH:46][cH:47]2)([c:48]2[cH:49][cH:50][cH:51][cH:52][cH:53]2)[c:54]2[cH:55][cH:56][cH:57][cH:58][cH:59]2)([P:60]([c:61]2[cH:62][cH:63][cH:64][cH:65][cH:66]2)([c:67]2[cH:68][cH:69][cH:70][cH:71][cH:72]2)[c:73]2[cH:74][cH:75][cH:76][cH:77][cH:78]2)[P:79]([c:80]2[cH:81][cH:82][cH:83][cH:84][cH:85]2)([c:86]2[cH:87][cH:88][cH:89][cH:90][cH:91]2)[c:92]2[cH:93][cH:94][cH:95][cH:96][cH:97]2)([c:98]2[cH:99][cH:100][cH:101][cH:102][cH:103]2)[c:104]2[cH:105][cH:106][cH:107][cH:108][cH:109]2)[cH:110][cH:111]1>>[c:2]1(-[c:22]2[s:23][cH:24][cH:25][cH:26]2)[cH:3][c:4]2[c:5]([c:11]([C:13]([CH3:14])([CH3:15])[CH3:16])[cH:12]1)[O:6][CH2:7][C:8]2([CH3:9])[CH3:10]. Reactants: CC=1C=CC=CC1C (O-Xylene), C1(=CC=CC=C1)S(=O)CCl (Chloromethyl phenyl sulfoxide), FC(S(=O)(=O)OS(=O)(=O)C(F)(F)F)(F)F (trifluoromethanesulfonic anhydride). Solvent: C(C)OCC (diethyl ether). The product is [O-]S(=O)(=O)C(F)(F)F.ClC[S+](C1=CC=CC=C1)C1=CC(=C(C=C1)C)C ((chloromethyl)(3,4-dimethylphenyl)(phenyl)sulfonium triflate). RXN SMILES: [C:1]1([S:7]([CH2:9][Cl:10])=O)[CH:6]=[CH:5][CH:4]=[CH:3][CH:2]=1.[CH3:11][C:12]1[CH:13]=[CH:14][CH:15]=[CH:16][C:17]=1[CH3:18].[F:19][C:20]([F:33])([F:32])[S:21]([O:24]S(C(F)(F)F)(=O)=O)(=[O:23])=[O:22]>C(OCC)C>[O-:24][S:21]([C:20]([F:33])([F:32])[F:19])(=[O:23])=[O:22].[Cl:10][CH2:9][S+:7]([C:14]1[CH:15]=[CH:16][C:17]([CH3:18])=[C:12]([CH3:11])[CH:13]=1)[C:1]1[CH:6]=[CH:5][CH:4]=[CH:3][CH:2]=1 |f:4.5|. Reported procedure: Chloromethyl phenyl sulfoxide (300 mg, 1.94 mmol) of example 21 was dissolved in dry diethyl ether (7.5 mL) under an argon atmosphere. O-Xylene (227 mg, 1.1 eq) was added to the previous solution and the mixture cooled to a temperature below −60° C. After stabilizing the temperature, trifluoromethanesulfonic anhydride (0.326 mL, 1 eq) was added slowly maintaining the same temperature. The mixture was stirred until the reaction was complete. The precipitated triflate salt was isolated by filtrati...